Dataset: the Open Reaction Database (ORD), a public repository of structured organic reaction records. Task: describe an organic reaction: reactants, conditions, products, and yield Reactants: COC1=C(OCC(=O)NC=2SC3=C(N2)C=CC=C3)C=CC(=C1)C(C#CC(=O)OC(C)(C)C)=O (2-[2-methoxy-4-(3-t-butoxycarbonylpropioloyl)phenoxymethylcarbonylamino]benzothiazole), FC(C(=O)O)(F)F (trifluoroacetic acid). Solvent: C(Cl)Cl (methylene chloride). Run at time 4 hour. Yields the product COC1=C(OCC(=O)NC=2SC3=C(N2)C=CC=C3)C=CC(=C1)C(C#CC(=O)O)=O (2-[2-methoxy-4-(3-carboxypropioloyl)phenoxymethylcarbonylamino]-benzothiazole). Yield: 59.1%. Reaction SMILES: [CH3:1][O:2][C:3]1[CH:22]=[C:21]([C:23](=[O:33])[C:24]#[C:25][C:26]([O:28]C(C)(C)C)=[O:27])[CH:20]=[CH:19][C:4]=1[O:5][CH2:6][C:7]([NH:9][C:10]1[S:11][C:12]2[CH:18]=[CH:17][CH:16]=[CH:15][C:13]=2[N:14]=1)=[O:8].FC(F)(F)C(O)=O>C(Cl)Cl>[CH3:1][O:2][C:3]1[CH:22]=[C:21]([C:23](=[O:33])[C:24]#[C:25][C:26]([OH:28])=[O:27])[CH:20]=[CH:19][C:4]=1[O:5][CH2:6][C:7]([NH:9][C:10]1[S:11][C:12]2[CH:18]=[CH:17][CH:16]=[CH:15][C:13]=2[N:14]=1)=[O:8]. Procedure details: To a solution of 2-[2-methoxy-4-(3-t-butoxycarbonylpropioloyl)phenoxymethylcarbonylamino]benzothiazole (0.5 g) in methylene chloride (30 ml) is added trifluoroacetic acid (10 ml), and the mixture is stirred at room temperature for 4 hours. The mixture is concentrated, and to the residue is added methylene chloride. The mixture is stirred, and the precipitated crystals are collected by filtration, and recrystallized from dichloromethane-trifluoroacetic acid to give 2-[2-methoxy-4-(3-carboxypropio... Yield: 51.3%. Product: C(C)NC=1C=C2CN(CC2=CC1)C=1C(=CC2=C3N(C(COC31)C)C=C(C2=O)C(=O)O)F (10-(5-ethylamino-2-isoindolinyl)-9-fluoro-2,3-dihydro-3-methyl-7-oxo-7H-pyrido [1,2,3-de][1,4]-benzoxazine-6-carboxylic acid). Procedure: 141 mg of 9,10-difluoro-2,3-dihydro-3-methyl-7-oxo-7H-pyrido [1,2,3-de][1,4]-benzoxazine-6-carboxylic acid, 97 mg of 5-ethylaminoisoindoline, 152 mg of DBU, and 1.5 ml of anhydrous DMF were processed in the same manner as in Example 1 to produce 109 mg of the target compound. Reactants: FC=1C(=C2C=3N(C(CO2)C)C=C(C(C3C1)=O)C(=O)O)F (9,10-difluoro-2,3-dihydro-3-methyl-7-oxo-7H-pyrido [1,2,3-de][1,4]-benzoxazine-6-carboxylic acid), C(C)NC=1C=C2CNCC2=CC1 (5-ethylaminoisoindoline), C1CCC2=NCCCN2CC1 (DBU). Solvent: CN(C)C=O (DMF). RXN SMILES: [F:1][C:2]1[C:3](F)=[C:4]2[O:9][CH2:8][CH:7]([CH3:10])[N:6]3[CH:11]=[C:12]([C:17]([OH:19])=[O:18])[C:13](=[O:16])[C:14]([CH:15]=1)=[C:5]23.[CH2:21]([NH:23][C:24]1[CH:25]=[C:26]2[C:30](=[CH:31][CH:32]=1)[CH2:29][NH:28][CH2:27]2)[CH3:22].C1CCN2C(=NCCC2)CC1>CN(C=O)C>[CH2:21]([NH:23][C:24]1[CH:25]=[C:26]2[C:30](=[CH:31][CH:32]=1)[CH2:29][N:28]([C:3]1[C:2]([F:1])=[CH:15][C:14]3[C:13](=[O:16])[C:12]([C:17]([OH:19])=[O:18])=[CH:11][N:6]4[CH:7]([CH3:10])[CH2:8][O:9][C:4]=1[C:5]=34)[CH2:27]2)[CH3:22]. The reactants are C(C)N (ethylamine), C(C)OCC1CC(C2=C(S1(=O)=O)SC(=C2)S(=O)(=O)N)O (5,6-Dihydro-6-ethoxymethyl-4-hydroxy-4H-thieno[2,3-b]thiopyran-2-sulfonamide-7,7-dioxide), C(C)N (ethylamine), C1(=CC=C(C=C1)S(=O)(=O)Cl)C (p-Toluenesulfonyl chloride). Run in N1=CC=CC=C1 (pyridine). Reaction conditions: temperature -10 celsius, time 5 hour. The product is C(C)OC[C@@H]1C[C@@H](C2=C(S1(=O)=O)SC(=C2)S(=O)(=O)N)NCC (cis 5,6-dihydro-6-ethoxymethyl-4-ethylamino-4H-thieno-[2,3-b]thiopyran-2-sulfonamide-7,7-dioxide). RXN SMILES: [CH2:1]([O:3][CH2:4][CH:5]1[S:10](=[O:12])(=[O:11])[C:9]2[S:13][C:14]([S:16]([NH2:19])(=[O:18])=[O:17])=[CH:15][C:8]=2[CH:7](O)[CH2:6]1)[CH3:2].C1(C)C=CC(S(Cl)(=O)=O)=CC=1.[CH2:32]([NH2:34])[CH3:33]>N1C=CC=CC=1>[CH2:1]([O:3][CH2:4][C@H:5]1[S:10](=[O:12])(=[O:11])[C:9]2[S:13][C:14]([S:16]([NH2:19])(=[O:18])=[O:17])=[CH:15][C:8]=2[C@@H:7]([NH:34][CH2:32][CH3:33])[CH2:6]1)[CH3:2]. Reported procedure: 5,6-Dihydro-6-ethoxymethyl-4-hydroxy-4H-thieno[2,3-b]thiopyran-2-sulfonamide-7,7-dioxide (4.25 g, 0.0123 mol) was dissolved in dry pyridine (25 ml) and the solution was cooled to -10° C. p-Toluenesulfonyl chloride (5.14 g, 0.027 mol) was added and the mixture was stirred at -10° C. for 5 hours. Anhydrous ethylamine (26 ml, 0.4 mol) was added and the mixture was stirred for 2 hours at room temperature. Finally, 70% ethylamine (32 ml. 0.40 mol) was added and the mixture was heated at 50° C. overni...